Task: describe an organic reaction: reactants, conditions, products, and yield. Dataset: the Open Reaction Database (ORD), a public repository of structured organic reaction records Reactants: O.NN (Hydrazine hydrate), C1(C=2C(C(N1CC#CCCCC(=O)O)=O)=CC=CC2)=O (7-phthalimidohept-5-ynoic acid). Solvent: C(C)O (ethanol). Conditions: temperature 5 celsius. Product: NCC#CCCCC(=O)O (7-Aminohept-5-ynoic Acid). The yield is 66.4%. Reaction SMILES: O.NN.C1(=O)[N:8]([CH2:9][C:10]#[C:11][CH2:12][CH2:13][CH2:14][C:15]([OH:17])=[O:16])C(=O)C2=CC=CC=C12>C(O)C>[NH2:8][CH2:9][C:10]#[C:11][CH2:12][CH2:13][CH2:14][C:15]([OH:17])=[O:16] |f:0.1|. Procedure details: Hydrazine hydrate (0.1 ml) was added to a solution of 7-phthalimidohept-5-ynoic acid (0.55 g) in ethanol (25 ml). The mixture was refluxed for 3.5 hours and then the solvent was removed under reduced pressure. The residue was suspended in water (20 ml), the pH of the solution was adjusted to 5, and the solid was collected by filtration. The filtrate was evaporated to dryness and the residue was extracted with ethanol (3×5 ml). The ethanol extracts were cooled (5° C.) and the resulting precipitat... Starting materials: CC(C)(C)OC(=O)OC(C)(C)C, CCO, O=C1CC2CCC(C1)N2, Cl. Yields the product CC(C)(C)OC(=O)N1C2CCC1CC(=O)C2. Reaction SMILES: [C:11]([CH3:12])([CH3:13])([CH3:14])[O:15][C:16]([O:17][C:19]([CH3:20])([CH3:21])[CH3:22])=[O:18].[CH3:23][CH2:24][OH:25].[CH:2]12[CH2:3][C:4](=[O:10])[CH2:5][CH:6]([CH2:7][CH2:8]1)[NH:9]2.[ClH:1]>>[CH:2]12[CH2:3][C:4](=[O:10])[CH2:5][CH:6]([CH2:7][CH2:8]1)[N:9]2[C:16]([O:15][C:11]([CH3:12])([CH3:13])[CH3:14])=[O:17]. Reaction SMILES: I[C:2]1[N:3]([CH2:18][C:19]2[C:28]3[C:23](=[CH:24][CH:25]=[CH:26][CH:27]=3)[CH:22]=[CH:21][CH:20]=2)[CH:4]=[C:5]2[C:10]=1[C:9](=[O:11])[N:8]([CH3:12])[C:7](=[O:13])[N:6]2[CH2:14][CH:15]([CH3:17])[CH3:16].[C:29]([OH:35])(=[O:34])[CH2:30][CH2:31][CH:32]=[CH2:33].C1(C)C=CC=CC=1P(C1C=CC=CC=1C)C1C=CC=CC=1C.C(#N)C>C(N(CC)CC)C.C([O-])(=O)C.[Pd+2].C([O-])(=O)C>[CH3:12][N:8]1[C:9](=[O:11])[C:10]2=[C:2]([CH2:33]/[CH:32]=[CH:31]/[CH2:30][C:29]([OH:35])=[O:34])[N:3]([CH2:18][C:19]3[C:28]4[C:23](=[CH:24][CH:25]=[CH:26][CH:27]=4)[CH:22]=[CH:21][CH:20]=3)[CH:4]=[C:5]2[N:6]([CH2:14][CH:15]([CH3:16])[CH3:17])[C:7]1=[O:13] |f:5.6.7|. The solvent is C(C)N(CC)CC (triethylamine). Reagents/catalysts: C(C)(=O)[O-].[Pd+2].C(C)(=O)[O-] (palladium acetate). Yields the product CN1C(N(C=2C(C1=O)=C(N(C2)CC2=CC=CC1=CC=CC=C21)C/C=C/CC(=O)O)CC(C)C)=O (Trans-5-(2,3,4,6-Tetrahydro-3-methyl-1-(2-methylpropyl)-6-(1-naphthalenylmethyl)-2,4-dioxo-1H-pyrrolo[3,4-d]pyrimidin-5-yl)pent-3-enoic acid). Starting materials: IC=1N(C=C2N(C(N(C(C21)=O)C)=O)CC(C)C)CC2=CC=CC1=CC=CC=C21 (5-Iodo-3-methyl-1-(2-methylpropyl)-6-(1-naphthalenylmethyl)-1H-pyrrolo-[3,4-d]pyrimidine-2,4(3H,6H)-dione), C(CCC=C)(=O)O (4-pentenoic acid), C1(=C(C=CC=C1)P(C1=C(C=CC=C1)C)C1=C(C=CC=C1)C)C (tri(o-tolyl)phosphine), C(C)#N (acetonitrile). Procedure details: 5-Iodo-3-methyl-1-(2-methylpropyl)-6-(1-naphthalenylmethyl)-1H-pyrrolo-[3,4-d]pyrimidine-2,4(3H,6H)-dione (100 mg), 4-pentenoic acid (0.042 ml), palladium acetate (5 mg) and tri(o-tolyl)phosphine (13 mg) were dissolved in triethylamine (1 ml) and acetonitrile (5 ml) and heated to 95° C. in a sealed pressure tube for 3 hours. The reaction mixture was allowed to cool to room temperature and was then evaporated to leave a residue which was chromatographed using ethyl acetate containing 1% acetic ac... Starting materials: C1(CC1)CN (cyclopropylmethylamine), C(C)N(C(C)C)C(C)C (N-ethyl-N-isopropylpropan-2-amine), C(OC(Cl)(Cl)Cl)(OC(Cl)(Cl)Cl)=O (bis(trichloromethyl) carbonate), NC1=C(C=C(C(=O)N2CCN(CC2)CC=2C=C(C(=O)NC(C)(C)C)C=CC2)C=C1F)F (3-((4-(4-amino-3,5-difluorobenzoyl)piperazin-1-yl)methyl)-N-tert-butylbenzamide), N-ethyl-N-iosopropylpropan-2-amine. Solvent: ClCCl (dichloromethane), ClCCl (dichloromethane), ClCCl (dichloromethane). Reaction conditions: time 2 hour. Product: C(C)(C)(C)NC(C1=CC(=CC=C1)CN1CCN(CC1)C(C1=CC(=C(C(=C1)F)NC(=O)NCC1CC1)F)=O)=O (N-tert-Butyl-3-((4-(4-(3-(cyclopropylmethyl)ureido)-3,5-difluorobenzoyl)piperazin-1-yl)methyl)benzamide). Isolated yield 118.1%. Reaction SMILES: [C:1](=[O:12])(OC(Cl)(Cl)Cl)OC(Cl)(Cl)Cl.[NH2:13][C:14]1[C:41]([F:42])=[CH:40][C:17]([C:18]([N:20]2[CH2:25][CH2:24][N:23]([CH2:26][C:27]3[CH:28]=[C:29]([CH:37]=[CH:38][CH:39]=3)[C:30]([NH:32][C:33]([CH3:36])([CH3:35])[CH3:34])=[O:31])[CH2:22][CH2:21]2)=[O:19])=[CH:16][C:15]=1[F:43].[CH:44]1([CH2:47][NH2:48])[CH2:46][CH2:45]1.C(N(C(C)C)C(C)C)C>ClCCl>[C:33]([NH:32][C:30](=[O:31])[C:29]1[CH:37]=[CH:38][CH:39]=[C:27]([CH2:26][N:23]2[CH2:22][CH2:21][N:20]([C:18](=[O:19])[C:17]3[CH:40]=[C:41]([F:42])[C:14]([NH:13][C:1]([NH:48][CH2:47][CH:44]4[CH2:46][CH2:45]4)=[O:12])=[C:15]([F:43])[CH:16]=3)[CH2:25][CH2:24]2)[CH:28]=1)([CH3:36])([CH3:35])[CH3:34]. Procedure: To a stirred solution of bis(trichloromethyl) carbonate (0.353 mmol, 105 mg) in dichloromethane (10 mL) was added a solution of 3-((4-(4-amino-3,5-difluorobenzoyl)piperazin-1-yl)methyl)-N-tert-butylbenzamide (0.929 mmol. 400 mg) and N-ethyl-N-iosopropylpropan-2-amine (0.3 mL) in dichloromethane (10 mL) (dropwise). After 2 hours stirring, a solution of cyclopropylmethylamine (1.022 mmol, 0.089 mL, 72.7 mg) and N-ethyl-N-isopropylpropan-2-amine (0.222 mL) in dichloromethane (10 mL) was added. The ... The reactants are C1(=CC=CC=C1)C1=NC=C(C=O)C=C1 (6-Phenylnicotinaldehyde), C[Mg]Br (methylmagnesium bromide). The product is C1(=CC=CC=C1)C1=CC=C(C=N1)C(C)O (1-(6-phenylpyridin-3-yl)ethanol). As a reaction SMILES: [C:1]1([C:7]2[CH:14]=[CH:13][C:10]([CH:11]=[O:12])=[CH:9][N:8]=2)[CH:6]=[CH:5][CH:4]=[CH:3][CH:2]=1.[CH3:15][Mg]Br>>[C:1]1([C:7]2[N:8]=[CH:9][C:10]([CH:11]([OH:12])[CH3:15])=[CH:13][CH:14]=2)[CH:2]=[CH:3][CH:4]=[CH:5][CH:6]=1. Procedure details: Synthesized using compound 43b (210 mg, 1.15 mmol) and methylmagnesium bromide (2.29 mL, 2.29 mmol, 1 M in THF) according to Method D. Crude product was purified by flash chromatography on silica-gel using a mixture of hexane/ethyl acetate (2:1) as eluent. Light yellow solid. Yield: 201 mg, 88%. 1H NMR (CDCl3, 500 MHz): δH (ppm)=1.51 (d, J=6.6 Hz, 3H), 3.05 (br, s, 1H), 4.92 (q, J=6.6 Hz, 1H), 7.38-7.50 (m, 3H), 7.65 (d, J=7.9 Hz, 1H), 7.74 (dd, J=8.2, 2.2 Hz, 1H), 7.91-7.97 (m, 2H), 8.58 (d, J=... Reactants: [Br-], CCCCC[P+](c1ccccc1)(c1ccccc1)c1ccccc1, [Li]CCCC, C1CCOC1, CCCCCC, COc1ccc(C2=NC(C)(C)CO2)cc1C=O, O. Product: CCCCC=Cc1cc(C2=NC(C)(C)CO2)ccc1OC. As a reaction SMILES: [Br-:1].[CH2:2]([CH2:3][CH2:4][CH2:5][CH3:6])[P+:7]([c:8]1[cH:9][cH:10][cH:11][cH:12][cH:13]1)([c:14]1[cH:15][cH:16][cH:17][cH:18][cH:19]1)[c:20]1[cH:21][cH:22][cH:23][cH:24][cH:25]1.[CH2:32]([Li:33])[CH2:34][CH2:35][CH3:36].[CH2:55]1[O:56][CH2:57][CH2:58][CH2:59]1.[CH3:26][CH2:27][CH2:28][CH2:29][CH2:30][CH3:31].[CH3:37][C:38]1([CH3:53])[N:39]=[C:40]([c:43]2[cH:44][cH:45][c:46]([O:51][CH3:52])[c:47]([CH:48]=[O:49])[cH:50]2)[O:41][CH2:42]1.[OH2:54]>>[CH:2]([CH2:3][CH2:4][CH2:5][CH3:6])=[CH:48][c:47]1[c:46]([O:51][CH3:52])[cH:45][cH:44][c:43]([C:40]2=[N:39][C:38]([CH3:37])([CH3:53])[CH2:42][O:41]2)[cH:50]1. The reactants are Br, COc1cc(OC)cc(C(=O)NC2C(OC(C)=O)C(COC(C)=O)OC(OC(C)=O)C2OC(C)=O)c1, CC(=O)OC(C)=O, ClCCl. Product: COc1cc(OC)cc(C(=O)NC2C(OC(C)=O)C(Br)OC(COC(C)=O)C2OC(C)=O)c1. As a reaction SMILES: [BrH:44].[C:1]([O:2][CH:5]1[CH:6]([O:7][C:8]([CH3:9])=[O:10])[CH:11]([NH:24][C:25]([c:26]2[cH:27][c:28]([O:34][CH3:35])[cH:29][c:30]([O:32][CH3:33])[cH:31]2)=[O:36])[CH:12]([O:13][C:14]([CH3:15])=[O:16])[CH:17]([CH2:19][O:20][C:21]([CH3:22])=[O:23])[O:18]1)(=[O:3])[CH3:4].[CH3:37][C:38]([O:39][C:40](=[O:41])[CH3:42])=[O:43].[Cl:45][CH2:46][Cl:47]>>[CH:5]1([Br:44])[CH:6]([O:7][C:8]([CH3:9])=[O:10])[CH:11]([NH:24][C:25]([c:26]2[cH:27][c:28]([O:34][CH3:35])[cH:29][c:30]([O:32][CH3:33])[cH:31]2)=[O:36])[CH:12]([O:13][C:14]([CH3:15])=[O:16])[CH:17]([CH2:19][O:20][C:21]([CH3:22])=[O:23])[O:18]1.